This data is from the Open Reaction Database (ORD), a public repository of structured organic reaction records. The task is: describe an organic reaction: reactants, conditions, products, and yield Reactants: C1CCOC1, CCOCC, COc1ccc(CC(=O)N(C)OC)cc1OC, Cl, [Li]c1cccs1. Yields the product COc1ccc(CC(=O)c2cccs2)cc1OC. As a reaction SMILES: [CH2:25]1[O:26][CH2:27][CH2:28][CH2:29]1.[CH3:30][CH2:31][O:32][CH2:33][CH3:34].[CH3:7][N:8]([C:9]([CH2:10][c:11]1[cH:12][c:13]([O:19][CH3:20])[c:14]([O:17][CH3:18])[cH:15][cH:16]1)=[O:21])[O:22][CH3:23].[ClH:24].[Li:1][c:2]1[s:3][cH:4][cH:5][cH:6]1>>[c:2]1([C:9]([CH2:10][c:11]2[cH:12][c:13]([O:19][CH3:20])[c:14]([O:17][CH3:18])[cH:15][cH:16]2)=[O:21])[s:3][cH:4][cH:5][cH:6]1. Starting materials: Sn2(n-Bu)6, [Li+].[Cl-] (LiCl), BrC1=NC(=CC=C1NC(C(F)(F)F)=O)C=1C=C2C=NN(C2=CC1)C (N-(2-bromo-6-(1-methyl-1H-indazol-5-yl)pyridin-3-yl)-2,2,2-trifluoroacetamide), BrC=1SC2=C(N1)C=C(C(=C2C2=CC=C(C=C2)Cl)[C@@H](C(=O)OCC)OC(C)(C)C)C ((S)-ethyl 2-(2-bromo-7-(4-chlorophenyl)-5-methylbenzo[d]thiazol-6-yl)-2-tert-butoxyacetate). Reagents/catalysts: Cl[Pd]([P](C1=CC=CC=C1)(C2=CC=CC=C2)C3=CC=CC=C3)([P](C4=CC=CC=C4)(C5=CC=CC=C5)C6=CC=CC=C6)Cl (Pd(PPh3)2Cl2), C=1C=CC(=CC1)[P](C=2C=CC=CC2)(C=3C=CC=CC3)[Pd]([P](C=4C=CC=CC4)(C=5C=CC=CC5)C=6C=CC=CC6)([P](C=7C=CC=CC7)(C=8C=CC=CC8)C=9C=CC=CC9)[P](C=1C=CC=CC1)(C=1C=CC=CC1)C=1C=CC=CC1 (Pd(PPh3)4). Run in CCOC(=O)C (EtOAc), O1CCOCC1 (dioxane), O1CCOCC1 (dioxane). Reaction conditions: temperature 90 celsius, time 16 hour. Product: C(C)(C)(C)O[C@H](C(=O)OCC)C1=C(C2=C(N=C(S2)C2=NC(=CC=C2NC(C(F)(F)F)=O)C=2C=C3C=NN(C3=CC2)C)C=C1C)C1=CC=C(C=C1)Cl ((S)-ethyl 2-tert-butoxy-2-(7-(4-chlorophenyl)-5-methyl-2-(6-(1-methyl-1H-indazol-5-yl)-3-(2,2,2-trifluoroacetamido)pyridin-2-yl)benzo[d]thiazol-6-yl)acetate). As a reaction SMILES: Br[C:2]1[C:7]([NH:8][C:9](=[O:14])[C:10]([F:13])([F:12])[F:11])=[CH:6][CH:5]=[C:4]([C:15]2[CH:16]=[C:17]3[C:21](=[CH:22][CH:23]=2)[N:20]([CH3:24])[N:19]=[CH:18]3)[N:3]=1.[Li+].[Cl-].Br[C:28]1[S:29][C:30]2[C:36]([C:37]3[CH:42]=[CH:41][C:40]([Cl:43])=[CH:39][CH:38]=3)=[C:35]([C@H:44]([O:50][C:51]([CH3:54])([CH3:53])[CH3:52])[C:45]([O:47][CH2:48][CH3:49])=[O:46])[C:34]([CH3:55])=[CH:33][C:31]=2[N:32]=1>O1CCOCC1.CCOC(C)=O.Cl[Pd](Cl)([P](C1C=CC=CC=1)(C1C=CC=CC=1)C1C=CC=CC=1)[P](C1C=CC=CC=1)(C1C=CC=CC=1)C1C=CC=CC=1.C1C=CC([P]([Pd]([P](C2C=CC=CC=2)(C2C=CC=CC=2)C2C=CC=CC=2)([P](C2C=CC=CC=2)(C2C=CC=CC=2)C2C=CC=CC=2)[P](C2C=CC=CC=2)(C2C=CC=CC=2)C2C=CC=CC=2)(C2C=CC=CC=2)C2C=CC=CC=2)=CC=1>[C:51]([O:50][C@@H:44]([C:35]1[C:34]([CH3:55])=[CH:33][C:31]2[N:32]=[C:28]([C:2]3[C:7]([NH:8][C:9](=[O:14])[C:10]([F:13])([F:12])[F:11])=[CH:6][CH:5]=[C:4]([C:15]4[CH:16]=[C:17]5[C:21](=[CH:22][CH:23]=4)[N:20]([CH3:24])[N:19]=[CH:18]5)[N:3]=3)[S:29][C:30]=2[C:36]=1[C:37]1[CH:38]=[CH:39][C:40]([Cl:43])=[CH:41][CH:42]=1)[C:45]([O:47][CH2:48][CH3:49])=[O:46])([CH3:52])([CH3:53])[CH3:54] |f:1.2,^1:70,89,112,114,133,152|. Reported procedure: In a 10 mL reaction vial, N-(2-bromo-6-(1-methyl-1H-indazol-5-yl)pyridin-3-yl)-2,2,2-trifluoroacetamide (24 mg, 0.06 mmol) was dissolved in dioxane (3 mL) at room temperature. The solution was bubbled with argon for 5 min. Then Sn2(n-Bu)6 (0.057 mL, 0.108 mmol), LiCl (30 mg, 0.7 mmol), Pd(PPh3)2Cl2 (6.3 mg, 0.009 mmol) and Pd(PPh3)4 (10 mg, 0.009 mmol) were added sequentially. The resulting reaction mixture was sealed and heated to 90° C. in oil bath. To this mixture, a solution of (S)-ethyl 2-(... Reaction SMILES: [Mg].II.Br[C:5]1[CH:10]=[CH:9][C:8]([F:11])=[CH:7][C:6]=1[CH3:12].Cl[C:14]([O:16][CH2:17][CH3:18])=[O:15]>C1COCC1.CCOCC>[CH2:17]([O:16][C:14](=[O:15])[C:5]1[CH:10]=[CH:9][C:8]([F:11])=[CH:7][C:6]=1[CH3:12])[CH3:18]. Yield: 75.6%. The reactants are ClC(=O)OCC (ethyl chloroformate), II (iodine), BrC1=C(C=C(C=C1)F)C (1-bromo-4-fluoro-2-methylbenzene), [Mg] (Magnesium). The solvent is C1CCOC1 (THF), CCOCC (ether), C1CCOC1 (THF), C1CCOC1 (THF). Product: C(C)OC(C1=C(C=C(C=C1)F)C)=O (4-Fluoro-2-methylbenzoic acid ethyl ester). Reported procedure: Magnesium (0.644 g, 26.5 mmol) was added wit THF (4 mL) and a small amount of iodine. After the mixture was stirred, the mixture was added dropwise with a solution of 1-bromo-4-fluoro-2-methylbenzene (5.00 g, 26.5 mmol) in THF (50 mL). The mixture was stirred at room temperature for 30 minutes, and then cooled at −78° C. and added dropwise with a solution of ethyl chloroformate (3.80 mL, 39.8mmol) in THF (40 mL). The mixture was warmed slowly up to room temperature and stirring was continued at ... Conditions: temperature -78 celsius, time 2 hour. The reactants are BrBr (bromine), BrBr (Bromine), NC1=C2N=CN(C2=NC(=N1)C(CCC)O)C (1-(6-amino-9-methyl-9H-purin-2-yl)butan-1-ol), S(=O)(=O)([O-])S(=O)[O-].[Na+].[Na+] (sodium metabisulphite), C(C)(=O)[O-] (acetate), C(=O)([O-])[O-].[Na+].[Na+] (Na2CO3). Solvent: CO (MeOH), C1CCOC1 (THF). Reaction conditions: time 15 minute. Product: NC1=C2N=C(N(C2=NC(=N1)C(CCC)O)C)Br (1-(6-Amino-8-bromo-9-methyl-9H-purin-2-yl)butan-1-ol). Reaction SMILES: [Br:1]Br.[NH2:3][C:4]1[N:12]=[C:11]([CH:13]([OH:17])[CH2:14][CH2:15][CH3:16])[N:10]=[C:9]2[C:5]=1[N:6]=[CH:7][N:8]2[CH3:18].C([O-])(=O)C.S(S([O-])=O)([O-])(=O)=O.[Na+].[Na+].C([O-])([O-])=O.[Na+].[Na+]>CO.C1COCC1>[NH2:3][C:4]1[N:12]=[C:11]([CH:13]([OH:17])[CH2:14][CH2:15][CH3:16])[N:10]=[C:9]2[C:5]=1[N:6]=[C:7]([Br:1])[N:8]2[CH3:18] |f:3.4.5,6.7.8|. Reported procedure: Bromine (3.6 ml, 70.4 mmol) was added dropwise, at −14° C., to 1-(6-amino-9-methyl-9H-purin-2-yl)butan-1-ol (1700 mg, 7.69 mmol) dissolved in a mixture of MeOH (20 ml), THF (20 ml) and acetate buffer pH 4 (20 ml) (obtained by dissolving 4 g of sodium acetate in 100 ml of water and by adjusting pH 4 with glacial acetic acid). The reaction was stirred at this temperature for 15 minutes and then at RT for 10 minutes. Excess of bromine was eliminated with sodium metabisulphite and the reaction broug...